From a dataset of the Open Reaction Database (ORD), a public repository of structured organic reaction records. describe an organic reaction: reactants, conditions, products, and yield Starting materials: ClC1=C(C=CC(=C1)F)C1=NC2=C(N1)C(=CC=C2C(=O)O)O (2-(2-chloro-4-fluoro-phenyl)-7-hydroxy-1H-benzoimidazole-4-carboxylic acid), CO (methanol), OS(=O)(=O)O (H2SO4). Yields the product COC(=O)C1=CC=C(C=2NC(=NC21)C2=C(C=C(C=C2)F)Cl)O (2-(2-chloro-4-fluoro-phenyl)-7-hydroxy-1H-benzoimidazole-4-carboxylic acid methyl ester). Yield: 67.0%. As a reaction SMILES: [Cl:1][C:2]1[CH:7]=[C:6]([F:8])[CH:5]=[CH:4][C:3]=1[C:9]1[NH:13][C:12]2[C:14]([OH:21])=[CH:15][CH:16]=[C:17]([C:18]([OH:20])=[O:19])[C:11]=2[N:10]=1.OS(O)(=O)=O.[CH3:27]O>>[CH3:27][O:19][C:18]([C:17]1[C:11]2[N:10]=[C:9]([C:3]3[CH:4]=[CH:5][C:6]([F:8])=[CH:7][C:2]=3[Cl:1])[NH:13][C:12]=2[C:14]([OH:21])=[CH:15][CH:16]=1)=[O:20]. Procedure: 2-(2-chloro-4-fluoro-phenyl)-7-hydroxy-1H-benzoimidazole-4-carboxylic acid (500 mg, 1.63 mmol) obtained in step 3 was dissolved in methanol, H2SO4 (0.43 ml, 8.15 mmol) was added dropwise thereto and refluxed for 15 hours. The resulting solution was cooled to room temperature, concentrated under a reduced pressure to remove methanol, and the residue was neutralized with NaHCO3. Then, the neutralized residue was extracted with ethyl acetate and concentrated under a reduced pressure to obtain a res... Reactants: ClC1=NC(=NC(=C1OC1=C(C=CC=C1)OC)Cl)C1=NC=CC=N1 (4,6-dichloro-5-(2-methoxyphenoxy)-2,2′-bipyrimidine), C([O-])([O-])=O.[K+].[K+] (potassium carbonate), C(C)(C)(C)C1=CC=C(C=C1)S(=O)(=O)N (4-tert-butylbenzenesulfonamide), CO (Methanol), Cl (hydrochloric acid). The solvent is ClCCl (Dichloromethane), C(C)#N (acetonitrile), C(CO)O (ethylene glycol), O (water), O (water). Run at temperature 27.5 celsius, time 30 minute. The product is CC(C)(C)C1=CC=C(C=C1)S(=O)(=O)NC2=C(C(=NC(=N2)C3=NC=CC=N3)OCCO)OC4=CC=CC=C4OC.O (Bosentan Monohydrate). RXN SMILES: Cl[C:2]1[C:7]([O:8][C:9]2[CH:14]=[CH:13][CH:12]=[CH:11][C:10]=2[O:15][CH3:16])=[C:6](Cl)[N:5]=[C:4]([C:18]2[N:23]=[CH:22][CH:21]=[CH:20][N:19]=2)[N:3]=1.[C:24](=[O:27])([O-])[O-:25].[K+].[K+].[C:30]([C:34]1[CH:39]=[CH:38][C:37]([S:40]([NH2:43])(=[O:42])=[O:41])=[CH:36][CH:35]=1)([CH3:33])([CH3:32])[CH3:31].Cl.[CH3:45][OH:46]>C(#N)C.O.ClCCl.C(O)CO>[CH3:32][C:30]([C:34]1[CH:39]=[CH:38][C:37]([S:40]([NH:43][C:6]2[N:5]=[C:4]([C:18]3[N:23]=[CH:22][CH:21]=[CH:20][N:19]=3)[N:3]=[C:2]([O:46][CH2:45][CH2:24][OH:27])[C:7]=2[O:8][C:9]2[C:10]([O:15][CH3:16])=[CH:11][CH:12]=[CH:13][CH:14]=2)(=[O:41])=[O:42])=[CH:36][CH:35]=1)([CH3:33])[CH3:31].[OH2:25] |f:1.2.3,11.12|. Procedure details: To a stirred solution of 4,6-dichloro-5-(2-methoxyphenoxy)-2,2′-bipyrimidine (50 gm) in acetonitrile (500 ml), potassium carbonate (150 gm) and 4-tert-butylbenzenesulfonamide (33.58 gm) were added and the reaction mass was heated to 80° C. to 85° C. for 5 to 6 hours. After completion of the reaction, ethylene glycol (262.5 gm) was added to the reaction mass at 85° C. to 90° C. and the reaction mass was maintained at same temperature for 16 to 18 hours till the reaction completion. The reaction m... Starting materials: O(C1=CC=CC=C1)CC(O)C1NCCCCC1 (α-phenoxymethyl-2-homopiperidinemethanol), C(C)(=O)OC(C)=O (acetic anhydride). Product: C(C)N1C(CCCCC1)C(O)COC1=CC=CC=C1 (1-Ethyl-α-phenoxymethyl-2-homopiperidine methanol). As a reaction SMILES: [O:1]([CH2:8][CH:9]([CH:11]1[CH2:17][CH2:16][CH2:15][CH2:14][CH2:13][NH:12]1)[OH:10])[C:2]1[CH:7]=[CH:6][CH:5]=[CH:4][CH:3]=1.[C:18](OC(=O)C)(=O)[CH3:19]>>[CH2:18]([N:12]1[CH2:13][CH2:14][CH2:15][CH2:16][CH2:17][CH:11]1[CH:9]([CH2:8][O:1][C:2]1[CH:3]=[CH:4][CH:5]=[CH:6][CH:7]=1)[OH:10])[CH3:19]. Procedure details: The free base of the title compound is prepared by reacting α-phenoxymethyl-2-homopiperidinemethanol with acetic anhydride and following the procedure of Example 12. Yield: 58.0%. Reaction SMILES: Cl[C:2]1[N:6]([CH3:7])[N:5]=[CH:4][C:3]=1[N+:8]([O-:10])=[O:9].[F:11][C@@H:12]1[CH2:16][CH2:15][NH:14][CH2:13]1>>[F:11][C@@H:12]1[CH2:16][CH2:15][N:14]([C:2]2[N:6]([CH3:7])[N:5]=[CH:4][C:3]=2[N+:8]([O-:10])=[O:9])[CH2:13]1. Product: F[C@H]1CN(CC1)C1=C(C=NN1C)[N+](=O)[O-] ((R)-5-(3-fluoropyrrolidin-1-yl)-1-methyl-4-nitro-1H-pyrazole). Procedure details: Reaction of 5-chloro-1-methyl-4-nitro-1H-pyrazole and (R)-3-fluoropyrrolidine gave (R)-5-(3-fluoropyrrolidin-1-yl)-1-methyl-4-nitro-1H-pyrazole as a yellow solid (153 mg, 58%). 1H NMR (400 MHz, CDCl3) δ 8.06 (s, 1H), 5.48-5.31 (m, 1H), 3.79 (s, 3H), 3.73-3.57 (m, 2H), 3.48-3.37 (m, 2H), 2.46-2.27 (m, 2H) Reactants: ClC1=C(C=NN1C)[N+](=O)[O-] (5-chloro-1-methyl-4-nitro-1H-pyrazole), F[C@H]1CNCC1 ((R)-3-fluoropyrrolidine).